Task: describe an organic reaction: reactants, conditions, products, and yield. Dataset: the Open Reaction Database (ORD), a public repository of structured organic reaction records Starting materials: BrC1=CC2=C(C3=NN(C=C3CCO2)C=2N(N=CN2)C2=C(C=C(C=C2)F)F)C=C1 (8-bromo-2-[2-(2,4-difluoro-phenyl)-2H-[1,2,4]triazol-3-yl]-4,5-dihydro-2H-6-oxa-1,2-diaza-benzo[e]azulene), ClC1=NC=NN1C1=C(C=CC=C1)Cl (5-chloro-1-(2-chloro-phenyl)-1H-[1,2,4]triazole), BrC=1C=CC2=C(C3=NNC=C3CCO2)C1 (9-bromo-4,5-dihydro-2H-6-oxa-1,2-diaza-benzo[e]azulene), crude product, C(Cl)Cl (DCM). Run in C1CCCCC1 (cyclohexane). Product: BrC=1C=CC2=C(C3=NN(C=C3CCO2)C=2N(N=CN2)C2=C(C=CC=C2)Cl)C1 (9-Bromo-2-[2-(2-chloro-phenyl)-2H-[1,2,4]triazol-3-yl]-4,5-dihydro-2H-6-oxa-1,2-diaza-benzo[e]azulene). Yield: 42.0%. RXN SMILES: BrC1C=CC2C3C(CCOC=2C=1)=CN(C1N(C2C=CC(F)=CC=2F)N=CN=1)N=3.Cl[C:30]1[N:34]([C:35]2[CH:40]=[CH:39][CH:38]=[CH:37][C:36]=2[Cl:41])[N:33]=[CH:32][N:31]=1.[Br:42][C:43]1[CH:44]=[CH:45][C:46]2[O:55][CH2:54][CH2:53][C:52]3[C:48](=[N:49][NH:50][CH:51]=3)[C:47]=2[CH:56]=1.C(Cl)Cl>C1CCCCC1>[Br:42][C:43]1[CH:44]=[CH:45][C:46]2[O:55][CH2:54][CH2:53][C:52]3[C:48](=[N:49][N:50]([C:30]4[N:34]([C:35]5[CH:40]=[CH:39][CH:38]=[CH:37][C:36]=5[Cl:41])[N:33]=[CH:32][N:31]=4)[CH:51]=3)[C:47]=2[CH:56]=1. Procedure: 9-Bromo-2-[2-(2-chloro-phenyl)-2H-[1,2,4]triazol-3-yl]-4,5-dihydro-2H-6-oxa-1,2-diaza-benzo[e]azulene was prepared similarly to 8-bromo-2-[2-(2,4-difluoro-phenyl)-2H-[1,2,4]triazol-3-yl]-4,5-dihydro-2H-6-oxa-1,2-diaza-benzo[e]azulene from 5-chloro-1-(2-chloro-phenyl)-1H-[1,2,4]triazole (2.25 g, 10.5 mmol) and 9-bromo-4,5-dihydro-2H-6-oxa-1,2-diaza-benzo[e]azulene (1.9 g, 7 mmol), the crude product was subjected to flash chromatography (SiO2, gradient 0 to 60% DCM (+10% ethyl acetate) in cyclohex...